From a dataset of the Open Reaction Database (ORD), a public repository of structured organic reaction records. describe an organic reaction: reactants, conditions, products, and yield Starting materials: CCOC(=O)C(CC1CCCC1)c1ccc([N+](=O)[O-])cc1, CCOC(C)=O. The product is CCOC(=O)C(CC1CCCC1)c1ccc(N)cc1. Reaction SMILES: [CH2:1]([CH3:2])[O:3][C:4]([CH:5]([CH2:6][CH:7]1[CH2:8][CH2:9][CH2:10][CH2:11]1)[c:12]1[cH:13][cH:14][c:15]([N+:18]([O-:19])=[O:20])[cH:16][cH:17]1)=[O:21].[CH3:22][CH2:23][O:24][C:25](=[O:26])[CH3:27]>>[CH2:1]([CH3:2])[O:3][C:4]([CH:5]([CH2:6][CH:7]1[CH2:8][CH2:9][CH2:10][CH2:11]1)[c:12]1[cH:13][cH:14][c:15]([NH2:18])[cH:16][cH:17]1)=[O:21]. Reactants: ClC=1C(=CC(=C(OCCCC(=O)O)C1)C(N(C)C1=C(C=CC=C1)OC)=O)C=1C=NC(=CC1C#N)C(F)(F)F (4-{5-Chloro-4-(4-cyano-6-trifluoromethyl-pyridin-3-yl)-2-[(2-methoxy-phenyl)-methyl-carbamoyl]-phenoxy}-butyric acid), C(C)O (ethanol). Reagents/catalysts: O=S(Cl)Cl (SOCl2). Conditions: time 24 hour. The product is C(C)OC(CCCOC1=C(C=C(C(=C1)Cl)C=1C=NC(=CC1C#N)C(F)(F)F)C(N(C)C1=C(C=CC=C1)OC)=O)=O (4-{5-chloro-4-(4-cyano-6-trifluoromethyl-pyridin-3-yl)-2-[(2-methoxy-phenyl)-methyl-carbamoyl]-phenoxy}-butyric acid ethyl ester). Reaction SMILES: [Cl:1][C:2]1[C:3]([C:27]2[CH:28]=[N:29][C:30]([C:35]([F:38])([F:37])[F:36])=[CH:31][C:32]=2[C:33]#[N:34])=[CH:4][C:5]([C:15](=[O:26])[N:16]([C:18]2[CH:23]=[CH:22][CH:21]=[CH:20][C:19]=2[O:24][CH3:25])[CH3:17])=[C:6]([CH:14]=1)[O:7][CH2:8][CH2:9][CH2:10][C:11]([OH:13])=[O:12].[CH2:39](O)[CH3:40]>O=S(Cl)Cl>[CH2:39]([O:12][C:11](=[O:13])[CH2:10][CH2:9][CH2:8][O:7][C:6]1[CH:14]=[C:2]([Cl:1])[C:3]([C:27]2[CH:28]=[N:29][C:30]([C:35]([F:38])([F:36])[F:37])=[CH:31][C:32]=2[C:33]#[N:34])=[CH:4][C:5]=1[C:15](=[O:26])[N:16]([C:18]1[CH:23]=[CH:22][CH:21]=[CH:20][C:19]=1[O:24][CH3:25])[CH3:17])[CH3:40]. Reported procedure: To 4-{5-Chloro-4-(4-cyano-6-trifluoromethyl-pyridin-3-yl)-2-[(2-methoxy-phenyl)-methyl-carbamoyl]-phenoxy}-butyric acid in ethanol (1 mL), 10 drops of SOCl2 were added. The mixture was stirred at it for 24 hrs. The crude was purified via reverse phase preparative LCMS to afford 4-{5-chloro-4-(4-cyano-6-trifluoromethyl-pyridin-3-yl)-2-[(2-methoxy-phenyl)-methyl-carbamoyl]-phenoxy}-butyric acid ethyl ester 43-1 (12.2 mg). MS: [M+H]+576.3; tR=6.33 min (method 3). Starting materials: ClC(c1ccccc1)(c1ccccc1)c1ccccc1, OCC(O)COCc1ccccc1, CCN(CC)c1ccncc1, CO, c1ccncc1. Reaction SMILES: [C:1]([c:2]1[cH:3][cH:4][cH:5][cH:6][cH:7]1)([c:8]1[cH:9][cH:10][cH:11][cH:12][cH:13]1)([c:14]1[cH:15][cH:16][cH:17][cH:18][cH:19]1)[Cl:20].[CH2:21]([c:22]1[cH:23][cH:24][cH:25][cH:26][cH:27]1)[O:28][CH2:29][CH:30]([OH:31])[CH2:32][OH:33].[CH2:34]([N:35]([CH2:36][CH3:37])[c:38]1[cH:39][cH:40][n:41][cH:42][cH:43]1)[CH3:44].[CH3:45][OH:46].[cH:47]1[cH:48][cH:49][n:50][cH:51][cH:52]1>>[C:1]([c:2]1[cH:3][cH:4][cH:5][cH:6][cH:7]1)([c:8]1[cH:9][cH:10][cH:11][cH:12][cH:13]1)([c:14]1[cH:15][cH:16][cH:17][cH:18][cH:19]1)[O:33][CH2:32][CH:30]([CH2:29][O:28][CH2:21][c:22]1[cH:23][cH:24][cH:25][cH:26][cH:27]1)[OH:31]. The product is OC(COCc1ccccc1)COC(c1ccccc1)(c1ccccc1)c1ccccc1.